Dataset: the Open Reaction Database (ORD), a public repository of structured organic reaction records. Task: describe an organic reaction: reactants, conditions, products, and yield Starting materials: CC1=C(C=CC(N1CC(F)(F)F)=O)C1=C(C(=CC(=C1)F)F)F (6-methyl-1-(2,2,2-trifluoroethyl)-5-(2,3,5-trifluorophenyl)pyridin-2(1H)-one). The reagents and catalysts are [Pt](=O)=O (platinum(IV) oxide). Run in CO (MeOH). Run at time 2 hour. Yields the product CC1C(CCC(N1CC(F)(F)F)=O)C1=C(C(=CC(=C1)F)F)F (6-Methyl-1-(2,2,2-trifluoroethyl)-5-(2,3,5-trifluorophenyl)piperidin-2-one). Reaction SMILES: [CH3:1][C:2]1[N:7]([CH2:8][C:9]([F:12])([F:11])[F:10])[C:6](=[O:13])[CH:5]=[CH:4][C:3]=1[C:14]1[CH:19]=[C:18]([F:20])[CH:17]=[C:16]([F:21])[C:15]=1[F:22]>CO.[Pt](=O)=O>[CH3:1][CH:2]1[N:7]([CH2:8][C:9]([F:12])([F:10])[F:11])[C:6](=[O:13])[CH2:5][CH2:4][CH:3]1[C:14]1[CH:19]=[C:18]([F:20])[CH:17]=[C:16]([F:21])[C:15]=1[F:22]. Procedure details: A mixture of 6-methyl-1-(2,2,2-trifluoroethyl)-5-(2,3,5-trifluorophenyl)pyridin-2(1H)-one (3.73 g, 11.6 mmol) and platinum(IV) oxide (659 mg, 2.90 mmol) in MeOH (200 mL) was shaken on a Parr hydrogenation apparatus under an atmosphere of hydrogen (ca. 45 psi) for 2 h. The reaction mixture was filtered through a pad of Celite®, washing with MeOH, and the filtrate was concentrated in vacuo to give a crude solid. The crude product was purified by silica gel chromatography, eluting with a gradient o...